This data is from the Open Reaction Database (ORD), a public repository of structured organic reaction records. The task is: describe an organic reaction: reactants, conditions, products, and yield Reactants: C1CCOC1, Cc1cc(CO)nn1C, COC(=O)CCC(C(N)=O)N1Cc2c(O)cccc2C1=O, CC(C)OC(=O)N=NC(=O)OC(C)C. The product is COC(=O)CCC(C(N)=O)N1Cc2c(OCc3cc(C)n(C)n3)cccc2C1=O. RXN SMILES: [CH2:45]1[O:46][CH2:47][CH2:48][CH2:49]1.[CH3:36][n:37]1[n:38][c:39]([CH2:43][OH:44])[cH:40][c:41]1[CH3:42].[NH2:1][C:2]([CH:3]([CH2:4][CH2:5][C:6](=[O:7])[O:8][CH3:9])[N:10]1[C:11](=[O:20])[c:12]2[cH:13][cH:14][cH:15][c:16]([OH:19])[c:17]2[CH2:18]1)=[O:21].[O:22]=[C:23]([O:24][CH:25]([CH3:26])[CH3:27])[N:28]=[N:29][C:30]([O:31][CH:32]([CH3:33])[CH3:34])=[O:35]>>[NH2:1][C:2]([CH:3]([CH2:4][CH2:5][C:6](=[O:7])[O:8][CH3:9])[N:10]1[C:11](=[O:20])[c:12]2[cH:13][cH:14][cH:15][c:16]([O:19][CH2:43][c:39]3[n:38][n:37]([CH3:36])[c:41]([CH3:42])[cH:40]3)[c:17]2[CH2:18]1)=[O:21]. Reactants: O=C([O-])[O-], CC(C)(C)OC(=O)NCCCBr, Cc1c2c(=O)[nH]c3cc4ccccc4cc3c2nn1C(=O)OC(C)(C)C, [Cs+], [Cs+], CN(C)C=O. The product is Cc1c2c(=O)n(CCCNC(=O)OC(C)(C)C)c3cc4ccccc4cc3c2nn1C(=O)OC(C)(C)C. Reaction SMILES: [C:27](=[O:28])([O-:29])[O-:30].[C:33]([CH3:34])([CH3:35])([CH3:36])[O:37][C:38]([NH:39][CH2:40][CH2:41][CH2:42][Br:43])=[O:44].[CH3:1][c:2]1[n:3]([C:20](=[O:21])[O:22][C:23]([CH3:24])([CH3:25])[CH3:26])[n:4][c:5]2[c:6]1[c:7](=[O:19])[nH:8][c:9]1[cH:10][c:11]3[c:12]([cH:13][c:14]21)[cH:15][cH:16][cH:17][cH:18]3.[Cs+:31].[Cs+:32].[O:45]=[CH:46][N:47]([CH3:48])[CH3:49]>>[CH3:1][c:2]1[n:3]([C:20](=[O:21])[O:22][C:23]([CH3:24])([CH3:25])[CH3:26])[n:4][c:5]2[c:6]1[c:7](=[O:19])[n:8]([CH2:42][CH2:41][CH2:40][NH:39][C:38]([O:37][C:33]([CH3:34])([CH3:35])[CH3:36])=[O:44])[c:9]1[cH:10][c:11]3[c:12]([cH:13][c:14]21)[cH:15][cH:16][cH:17][cH:18]3. The reactants are CC(=O)O[BH-](OC(C)=O)OC(C)=O, O=C([O-])O, OCCNCc1ccccc1, CC#N, CC(=O)O, CCCN(C)c1cnc(C=O)c(Cl)n1, [Na+], [Na+]. The product is CCCN(C)c1cnc(CN(CCO)Cc2ccccc2)c(Cl)n1. Reaction SMILES: [C:1]([O:2][BH-:3]([O:4][C:5](=[O:6])[CH3:7])[O:8][C:9](=[O:10])[CH3:11])(=[O:12])[CH3:13].[C:40](=[O:41])([O-:42])[OH:43].[CH2:29]([c:30]1[cH:31][cH:32][cH:33][cH:34][cH:35]1)[NH:36][CH2:37][CH2:38][OH:39].[CH3:45][C:46]#[N:47].[CH3:48][C:49](=[O:50])[OH:51].[Cl:15][c:16]1[c:17]([CH:27]=[O:28])[n:18][cH:19][c:20]([N:22]([CH2:23][CH2:24][CH3:25])[CH3:26])[n:21]1.[Na+:14].[Na+:44]>>[Cl:15][c:16]1[c:17]([CH2:27][N:36]([CH2:29][c:30]2[cH:31][cH:32][cH:33][cH:34][cH:35]2)[CH2:37][CH2:38][OH:39])[n:18][cH:19][c:20]([N:22]([CH2:23][CH2:24][CH3:25])[CH3:26])[n:21]1. As a reaction SMILES: [C:1](O)(=O)[CH2:2][CH2:3][CH2:4][CH2:5][CH2:6][CH2:7][CH2:8]/C=C\CCCCCC.[C:19]([OH:38])(=O)[CH2:20][CH2:21][CH2:22][CH2:23][CH2:24][CH2:25][CH2:26]/[CH:27]=[CH:28]\[CH2:29][CH2:30][CH2:31][CH2:32][CH2:33][CH2:34][CH2:35]C.C=C>>[CH2:23]1[CH2:22][CH2:21][CH2:20][C:19](=[O:38])[CH2:35][CH2:34][CH2:33][CH2:32][CH2:31][CH2:30][CH2:29][CH:28]=[CH:27][CH2:26][CH2:25][CH2:24]1.[CH2:1]=[CH:2][CH2:3][CH2:4][CH2:5][CH2:6][CH2:7][CH3:8]. Reported procedure: In another embodiment, fatty acid esters of palmitoleic acid and oleic acid are reacted with ethene to produce a reaction mixture; and subsequently reacting at least a portion of this reaction mixture (or a derivative thereof) in a condensation reaction; and then conducting a second metathesis reaction, followed by hydrolysis and decarboxylation to produce civetone and 1-Octene (C8H16). The reactants are fatty acid esters, C(CCCCCCC\C=C/CCCCCC)(=O)O (palmitoleic acid), C(CCCCCCC\C=C/CCCCCCCC)(=O)O (oleic acid), C=C (ethene). The product is C1CCC/C=C\CCCCCCCC(=O)CCC1 (civetone), C=CCCCCCC (1-Octene). Starting materials: C=CC(=O)OC, CO, c1ccc(C(OC2CCNCC2)c2ccccc2)cc1. Yields the product COC(=O)CCN1CCC(OC(c2ccccc2)c2ccccc2)CC1. RXN SMILES: [C:21]([CH:22]=[CH2:23])(=[O:24])[O:25][CH3:26].[CH3:27][OH:28].[c:1]1([CH:7]([O:8][CH:9]2[CH2:10][CH2:11][NH:12][CH2:13][CH2:14]2)[c:15]2[cH:16][cH:17][cH:18][cH:19][cH:20]2)[cH:2][cH:3][cH:4][cH:5][cH:6]1>>[c:1]1([CH:7]([O:8][CH:9]2[CH2:10][CH2:11][N:12]([CH2:23][CH2:22][C:21](=[O:24])[O:25][CH3:26])[CH2:13][CH2:14]2)[c:15]2[cH:16][cH:17][cH:18][cH:19][cH:20]2)[cH:2][cH:3][cH:4][cH:5][cH:6]1. The reactants are CCO, CCOC(=O)c1c(S)nc2cc(Cl)c(F)cc2c1O, CCOC(=O)CC(=O)CCl, [Na]. Yields the product CCOC(=O)CC(=O)CSc1nc2cc(Cl)c(F)cc2c(O)c1C(=O)OCC. As a reaction SMILES: [CH3:31][CH2:32][OH:33].[Cl:1][c:2]1[c:3]([F:19])[cH:4][c:5]2[c:6]([OH:18])[c:7]([C:13](=[O:14])[O:15][CH2:16][CH3:17])[c:8]([SH:12])[n:9][c:10]2[cH:11]1.[Cl:21][CH2:22][C:23]([CH2:24][C:25](=[O:26])[O:27][CH2:28][CH3:29])=[O:30].[Na:20]>>[Cl:1][c:2]1[c:3]([F:19])[cH:4][c:5]2[c:6]([OH:18])[c:7]([C:13](=[O:14])[O:15][CH2:16][CH3:17])[c:8]([S:12][CH2:22][C:23]([CH2:24][C:25](=[O:26])[O:27][CH2:28][CH3:29])=[O:30])[n:9][c:10]2[cH:11]1. As a reaction SMILES: [CH3:15][OH:16].[CH:11]([CH3:12])([OH:13])[CH3:14].[Cl:1][c:2]1[cH:3][cH:4][c:5]([CH:6]2[CH2:7][O:8]2)[cH:9][cH:10]1>>[c:2]1([CH2:11][CH3:12])[cH:3][cH:4][c:5]([CH:6]2[CH2:7][O:8]2)[cH:9][cH:10]1. Product: CCc1ccc(C2CO2)cc1. The reactants are CO, CC(C)O, Clc1ccc(C2CO2)cc1. The reactants are ClC1=C(NC2=C(C=CC=C2)C(C(=O)O)=O)C(=CC=C1)Cl (2-(2,6-dichloroanilino)-phenylglyoxylic acid), C(C)(=O)[O-].[Na+] (sodium acetate), O (water), C(C)Br (ethyl bromide). Solvent: CN(C=O)C (dimethylformamide). Conditions: time 10 hour. Yields the product ClC1=C(NC2=C(C=CC=C2)C(C(=O)OCC)=O)C(=CC=C1)Cl (ethyl 2-(2,6-dichloroanilino)phenylglyoxylate). The yield is 78.4%. As a reaction SMILES: [Cl:1][C:2]1[CH:19]=[CH:18][CH:17]=[C:16]([Cl:20])[C:3]=1[NH:4][C:5]1[CH:10]=[CH:9][CH:8]=[CH:7][C:6]=1[C:11](=[O:15])[C:12]([OH:14])=[O:13].[C:21]([O-])(=O)[CH3:22].[Na+].C(Br)C.O>CN(C)C=O>[Cl:1][C:2]1[CH:19]=[CH:18][CH:17]=[C:16]([Cl:20])[C:3]=1[NH:4][C:5]1[CH:10]=[CH:9][CH:8]=[CH:7][C:6]=1[C:11](=[O:15])[C:12]([O:14][CH2:21][CH3:22])=[O:13] |f:1.2|. Reported procedure: To a solution of 6.2 g of 2-(2,6-dichloroanilino)-phenylglyoxylic acid in 30 ml of dimethylformamide were added 3.3 g of anhydrous sodium acetate and then dropwise added 3 ml of ethyl bromide under ice-cooling. The mixture was stirred at room temperature for 10 hours. Thereafter, the reaction mixture was poured into 300 ml of water and the whole mixture was extracted with benzene. The benzene extract was washed with water, dried over anhydrous sodium sulfate and then concentrated. The residue wa... The reactants are ClC1=C(C=C2C(=CNC2=C1)C(=O)OC)C1=CC=C(C=C1)C1CCOCC1 (methyl 6-chloro-5-[4-(tetrahydro-2H-pyran-4-yl)phenyl]-1H-indole-3-carboxylate), [OH-].[Na+] (sodium hydroxide), [OH-].[Na+] (sodium hydroxide). The solvent is CO (methanol), CO (methanol). Run at temperature 70 celsius, time 8 hour. The product is ClC1=C(C=C2C(=CNC2=C1)C(=O)O)C1=CC=C(C=C1)C1CCOCC1 (6-Chloro-5-[4-(tetrahydro-2H-pyran-4-yl)phenyl]-1H-indole-3-carboxylic acid). Yield: 34.4%. As a reaction SMILES: [Cl:1][C:2]1[CH:10]=[C:9]2[C:5]([C:6]([C:11]([O:13]C)=[O:12])=[CH:7][NH:8]2)=[CH:4][C:3]=1[C:15]1[CH:20]=[CH:19][C:18]([CH:21]2[CH2:26][CH2:25][O:24][CH2:23][CH2:22]2)=[CH:17][CH:16]=1.[OH-].[Na+]>CO>[Cl:1][C:2]1[CH:10]=[C:9]2[C:5]([C:6]([C:11]([OH:13])=[O:12])=[CH:7][NH:8]2)=[CH:4][C:3]=1[C:15]1[CH:16]=[CH:17][C:18]([CH:21]2[CH2:26][CH2:25][O:24][CH2:23][CH2:22]2)=[CH:19][CH:20]=1 |f:1.2|. Procedure details: To a solution of methyl 6-chloro-5-[4-(tetrahydro-2H-pyran-4-yl)phenyl]-1H-indole-3-carboxylate (360 mg, 0.973 mmol) in methanol (10 mL) was added sodium hydroxide (1M, 4.0 mL, 4 mmol) and the reaction was heated to 70° C. for 24 hours. The reaction was concentrated under reduced pressure. The crude reaction was diluted with methanol (9 mL) to which was added additional sodium hydroxide (1M, 6.0 mL, 6 mmol) and heated to 70° C. for 24 hours. The reaction was concentrated under reduced pressure a...